Task: describe an organic reaction: reactants, conditions, products, and yield. Dataset: the Open Reaction Database (ORD), a public repository of structured organic reaction records Reagents/catalysts: C=1C=CC(=CC1)[P](C=2C=CC=CC2)(C=3C=CC=CC3)[Pd]([P](C=4C=CC=CC4)(C=5C=CC=CC5)C=6C=CC=CC6)([P](C=7C=CC=CC7)(C=8C=CC=CC8)C=9C=CC=CC9)[P](C=1C=CC=CC1)(C=1C=CC=CC1)C=1C=CC=CC1 (Pd(PPh3)4). Reported procedure: To a mixture of 6-chloro-2-(4-fluoro-1H-indol-2-yl)pyridin-3-yl trifluoromethanesulfonate (2 g, 5.1 mmol), allyltributylstannane (2 g, 6.1 mmol) and anhydrous LiCl (256 mg, 6.1 mmol) in THF (30 mL), Pd(PPh3)4 (588 mg, 0.51 mmol) was added under N2 protection. The reaction mixture was stirred at 60° C. overnight. After it was concentrated in vacuo, the residue was purified by column chromatography (PE:EA=400:1˜100:1) to give the product of 2-(3-allyl-6-chloropyridin-2-yl)-4-fluoro-1H-indole (1 g,... Isolated yield 68.4%. The solvent is C1CCOC1 (THF). As a reaction SMILES: FC(F)(F)S(O[C:7]1[C:8]([C:14]2[NH:15][C:16]3[C:21]([CH:22]=2)=[C:20]([F:23])[CH:19]=[CH:18][CH:17]=3)=[N:9][C:10]([Cl:13])=[CH:11][CH:12]=1)(=O)=O.[CH2:26]([Sn](CCCC)(CCCC)CCCC)[CH:27]=[CH2:28].[Li+].[Cl-]>C1COCC1.C1C=CC([P]([Pd]([P](C2C=CC=CC=2)(C2C=CC=CC=2)C2C=CC=CC=2)([P](C2C=CC=CC=2)(C2C=CC=CC=2)C2C=CC=CC=2)[P](C2C=CC=CC=2)(C2C=CC=CC=2)C2C=CC=CC=2)(C2C=CC=CC=2)C2C=CC=CC=2)=CC=1>[CH2:28]([C:7]1[C:8]([C:14]2[NH:15][C:16]3[C:21]([CH:22]=2)=[C:20]([F:23])[CH:19]=[CH:18][CH:17]=3)=[N:9][C:10]([Cl:13])=[CH:11][CH:12]=1)[CH:27]=[CH2:26] |f:2.3,^1:52,54,73,92|. Run at temperature 60 celsius, time 8 hour. Product: C(C=C)C=1C(=NC(=CC1)Cl)C=1NC2=CC=CC(=C2C1)F (2-(3-allyl-6-chloropyridin-2-yl)-4-fluoro-1H-indole). Reactants: FC(S(=O)(=O)OC=1C(=NC(=CC1)Cl)C=1NC2=CC=CC(=C2C1)F)(F)F (6-chloro-2-(4-fluoro-1H-indol-2-yl)pyridin-3-yl trifluoromethanesulfonate), C(C=C)[Sn](CCCC)(CCCC)CCCC (allyltributylstannane), [Li+].[Cl-] (LiCl). Reactants: solution, C[Li] (methyl lithium), CCOCC (Et2O), Ce(III)Cl-7 H2O, C(C)(C)(C)OC(=O)N1CCC(C2=CC=C(C=C12)OC)=O (1-t-butoxycarbonyl-1,2,3,4-tetrahydro-7-methoxy-4-quinolone), alcohol, CCCCCC.CCOC(=O)C (hexane EtOAc). Run in CCOC(=O)C (EtOAc), C1CCOC1 (THF), C1CCOC1 (THF). Conditions: temperature 140 celsius, time 1 hour. The product is C(C)(C)(C)OC(=O)N1CCC(C2=CC=C(C=C12)OC)(C)O ((R/S)-1t-Butoxycarbonyl-1,2,3,4-tetrahydro-4-hydroxy-4-methyl-7-methoxyquinoline). Yield: 74.0%. Reaction SMILES: C[Li].[CH3:3]COCC.[C:8]([O:12][C:13]([N:15]1[C:24]2[C:19](=[CH:20][CH:21]=[C:22]([O:25][CH3:26])[CH:23]=2)[C:18](=[O:27])[CH2:17][CH2:16]1)=[O:14])([CH3:11])([CH3:10])[CH3:9].CCCCCC.CCOC(C)=O>C1COCC1.CCOC(C)=O>[C:8]([O:12][C:13]([N:15]1[C:24]2[C:19](=[CH:20][CH:21]=[C:22]([O:25][CH3:26])[CH:23]=2)[C:18]([OH:27])([CH3:3])[CH2:17][CH2:16]1)=[O:14])([CH3:11])([CH3:10])[CH3:9] |f:3.4|. Procedure details: To a flame dried 250 mL 3-necked rb flask equivuipped with a magnetic stir bar was added Ce(III)Cl-7 H2O (2.74 g, 7.35 mmol, 2 equiv). The flask was heated in a 140° C. oil bath under reduced pressure (~1 torr) for 2.5 h. The flask was cooled to rt and slowly filled with N2G. The white powder was suspended in dry THF (30 mL), stirred at rt for 1 h and then cooled to -78° C. To the white suspension was added a 1.4M solution of methyl lithium (MeLi) in Et2O (5.25 mL, 7.35 mmol, 2 equiv) by syringe...